From a dataset of the Open Reaction Database (ORD), a public repository of structured organic reaction records. describe an organic reaction: reactants, conditions, products, and yield Starting materials: CC=1C(C(C(C1)=O)(C)C)=O (2,5,5-trimethyl-cyclopent-2-en-1,4-dione), formula IV, [BH4-].[Na+] (sodium borohydride). Solvent: alkanol. The product is OC1C=C(C(C1(C)C)=O)C (4-hydroxy-2,5,5-trimethyl-cyclopent-2-en-1-one). Reaction SMILES: [CH3:1][C:2]1[C:3](=[O:10])[C:4]([CH3:9])([CH3:8])[C:5](=[O:7])[CH:6]=1.[BH4-].[Na+]>>[OH:7][CH:5]1[C:4]([CH3:9])([CH3:8])[C:3](=[O:10])[C:2]([CH3:1])=[CH:6]1 |f:1.2|. Procedure details: The known 2,5,5-trimethyl-cyclopent-2-en-1,4-dione of formula IV is dissolved in an organic solvent (e.g. an alkanol) and reduced at a temperature below 0° C. with sodium borohydride. The desired 4-hydroxy-2,5,5-trimethyl-cyclopent-2-en-1-one of formula V is isolated by rectification from the isomeric mixture which occurs during the working-up. Starting materials: CC(=O)CC(C)=O, O=Cc1ccc(C(F)(F)F)cc1. Product: CC(=O)C(=Cc1ccc(C(F)(F)F)cc1)C(C)=O. Reaction SMILES: [CH3:13][C:14]([CH2:15][C:16]([CH3:17])=[O:18])=[O:19].[F:1][C:2]([c:3]1[cH:4][cH:5][c:6]([CH:7]=[O:8])[cH:9][cH:10]1)([F:11])[F:12]>>[F:1][C:2]([c:3]1[cH:4][cH:5][c:6]([CH:7]=[C:15]([C:14]([CH3:13])=[O:19])[C:16]([CH3:17])=[O:18])[cH:9][cH:10]1)([F:11])[F:12]. Reactants: N1=CC=C(C=C1)C1=C(C(=CC2=CC(=C(C=C12)OC)OCC1=CC=CC=C1)C(=O)OC)C(=O)OC (1-(4-Pyridyl)-2,3-bis(methoxycarbonyl)-6-benzyloxy-7-methoxynaphthalene). Reagents/catalysts: [C].[Pd] (palladium-carbon). Solvent: C(C)(=O)O (acetic acid). Reaction conditions: time 3 hour. Yields the product N1=CC=C(C=C1)C1=C(C(=CC2=CC(=C(C=C12)OC)O)C(=O)OC)C(=O)OC (1-(4-pyridyl)-2,3-bis(methoxycarbonyl)-6-hydroxy-7-methoxynaphthalene). Isolated yield 97.5%. Reaction SMILES: [N:1]1[CH:6]=[CH:5][C:4]([C:7]2[C:16]3[C:11](=[CH:12][C:13]([O:19]CC4C=CC=CC=4)=[C:14]([O:17][CH3:18])[CH:15]=3)[CH:10]=[C:9]([C:27]([O:29][CH3:30])=[O:28])[C:8]=2[C:31]([O:33][CH3:34])=[O:32])=[CH:3][CH:2]=1>C(O)(=O)C.[C].[Pd]>[N:1]1[CH:6]=[CH:5][C:4]([C:7]2[C:16]3[C:11](=[CH:12][C:13]([OH:19])=[C:14]([O:17][CH3:18])[CH:15]=3)[CH:10]=[C:9]([C:27]([O:29][CH3:30])=[O:28])[C:8]=2[C:31]([O:33][CH3:34])=[O:32])=[CH:3][CH:2]=1 |f:2.3|. Reported procedure: 1-(4-Pyridyl)-2,3-bis(methoxycarbonyl)-6-benzyloxy-7-methoxynaphthalene (2.3 g) is dissolved in acetic acid (50 ml), and thereto is added 10% palladium-carbon. The mixture is subjected to hydrogenation for 3 hours with shaking by using a moderate-pressure reduction apparatus (Parr). The palladium-carbon is removed by filtration, and the filtrate is concentrated. The precipitated crystal is washed with diethyl ether to give 1-(4-pyridyl)-2,3-bis(methoxycarbonyl)-6-hydroxy-7-methoxynaphthalene (1.... The reactants are BrC1=CC(=NC(=C1)Cl)O (4-bromo-6-chloropyridin-2-ol), C([O-])([O-])=O.[K+].[K+] (potassium carbonate), IC (iodomethane). Procedure: To a solution of 4-bromo-6-chloropyridin-2-ol (1.0 equiv.) in DMF (0.16 M) was added potassium carbonate (2.0 equiv.) and iodomethane (1.2 equiv.) at room temperature. The solution was stirred for 2 hours, then partitioned between water and ethyl acetate. The aqueous phase was extracted with ethyl acetate two more times, the organic phase was washed with brine, dried with sodium sulfate, filtered and concentrated. The crude material was purified via silica gel column chromatography eluting with ... Reaction conditions: time 2 hour. Reaction SMILES: [Br:1][C:2]1[CH:7]=[C:6]([Cl:8])[N:5]=[C:4]([OH:9])[CH:3]=1.[C:10](=O)([O-])[O-].[K+].[K+].IC>CN(C=O)C>[Br:1][C:2]1[CH:7]=[C:6]([Cl:8])[N:5]([CH3:10])[C:4](=[O:9])[CH:3]=1 |f:1.2.3|. Isolated yield 38.0%. The solvent is CN(C)C=O (DMF). Product: BrC1=CC(N(C(=C1)Cl)C)=O (4-bromo-6-chloro-1-methylpyridin-2(1H)-one). Starting materials: S(O)(O)(=O)=O (sulfuric acid), CC1=C(C=CC(=N1)N)[N+](=O)[O-] (6-methyl-5-nitropyridin-2-amine), N(=O)[O-].[Na+] (sodium nitrite). Solvent: O (water), O (water). Conditions: temperature 0 celsius. Product: CC1=C(C=CC(=N1)O)[N+](=O)[O-] (6-Methyl-5-nitropyridin-2-ol). RXN SMILES: [CH3:1][C:2]1[N:7]=[C:6](N)[CH:5]=[CH:4][C:3]=1[N+:9]([O-:11])=[O:10].S(=O)(=O)(O)[OH:13].N([O-])=O.[Na+]>O>[CH3:1][C:2]1[N:7]=[C:6]([OH:13])[CH:5]=[CH:4][C:3]=1[N+:9]([O-:11])=[O:10] |f:2.3|. Reported procedure: A 3-necked roundbottom flask was charged with a solution of 6-methyl-5-nitropyridin-2-amine (20 g, 130.72 mmol) in water (330 ml). To the mixture was added sulfuric acid (23.6 ml). The mixtir was cooled to 0° C. and a solution of sodium nitrite (12.0 g, 173.91 mmol) in water (30 ml) was added dropwise. The resulting solution was allowed to react, with stirring, for 20 at 0° C. and then allowed to warm to room temperature and stirred for an additional one hour. The resulting slurry was filtered a... The reactants are [Na] (sodium), CC(C)(C)C1=C(C(=CC(=C1)S)C(C)(C)C)O (2,6-bis(1,1-dimethylethyl)-4-mercaptophenol), CC(C)(C)C1=C(C(=CC(=C1)S)C(C)(C)C)O (2,6-bis(1,1-dimethylethyl)-4-mercaptophenol), [Na] (sodium), [Na] (sodium), SCC(=O)O (Mercaptoacetic acid), C(Cl)C1CO1 (epichlorohydrin). Solvent: C(C)O (ethyl alcohol), O (Water), C(C)O (ethyl alcohol). Reaction conditions: time 30 minute. Yields the product CC(C)(C)C=1C=C(C=C(C1O)C(C)(C)C)SCC(CSCC(=O)O)O ([[3-[[3,5-bis(1,1-dimethylethyl)-4-hydroxyphenyl]thio]-2-hydroxypropyl]thio]acetic acid). Reaction SMILES: [SH:1][CH2:2][C:3]([OH:5])=[O:4].[Na].[CH2:7]([CH:9]1[O:11][CH2:10]1)Cl.[CH3:12][C:13]([C:16]1[CH:21]=[C:20]([SH:22])[CH:19]=[C:18]([C:23]([CH3:26])([CH3:25])[CH3:24])[C:17]=1[OH:27])([CH3:15])[CH3:14]>C(O)C.O>[CH3:26][C:23]([C:18]1[CH:19]=[C:20]([S:22][CH2:7][CH:9]([OH:11])[CH2:10][S:1][CH2:2][C:3]([OH:5])=[O:4])[CH:21]=[C:16]([C:13]([CH3:15])([CH3:14])[CH3:12])[C:17]=1[OH:27])([CH3:24])[CH3:25] |^1:5|. Procedure: Mercaptoacetic acid (1.32 g, 0.0144 mole) was added to a solution of ethyl alcohol (100 ml) containing sodium (0.66 g, 0.029 mole). The solution was stirred for 30 minutes and epichlorohydrin (1.33 g, 0.0144 mole) was added by syringe. A solution of the sodium salt of 2,6-bis(1,1-dimethylethyl)-4-mercaptophenol prepared from 2,6-bis(1,1-dimethylethyl)-4-mercaptophenol (3.43 g, 0.0144 mole) and sodium (0.33 g, 0.0144 mole) in ethyl alcohol (50 ml) was added dropwise and the reaction stirred for 7...